From a dataset of the Open Reaction Database (ORD), a public repository of structured organic reaction records. describe an organic reaction: reactants, conditions, products, and yield Reactants: CC(=O)[CH-]C(C)=O, CC(C)=CC(OC(=O)C=[N+]=[N-])C(Cl)(Cl)Cl, C1COCCO1. Yields the product CC1(C)C2C(=O)OC(C(Cl)(Cl)Cl)C21. As a reaction SMILES: [CH-:16]([C:17](=[O:18])[CH3:19])[C:20](=[O:21])[CH3:22].[N+:1](=[N-:2])=[CH:3][C:4](=[O:5])[O:6][CH:7]([CH:8]=[C:9]([CH3:10])[CH3:11])[C:12]([Cl:13])([Cl:14])[Cl:15].[O:23]1[CH2:24][CH2:25][O:26][CH2:27][CH2:28]1>>[CH:3]12[C:4](=[O:5])[O:6][CH:7]([C:12]([Cl:13])([Cl:14])[Cl:15])[CH:8]1[C:9]2([CH3:10])[CH3:11]. Reactants: C(C)(C)(C)OC(=O)NCC1CN(CC1)CCCN (3-(3-tert-Butoxycarbonylaminomethylpyrrolidin-1-yl)propylamine), CN=C=S (methyl isothiocyanate), NC1=CC(=C(C(=O)O)C=C1Cl)OC (4-amino-5-chloro-2-methoxybenzoic acid). Product: NC1=CC(=C(C(=O)NCC2CN(CC2)CCCNC(=S)NC)C=C1Cl)OC (4-amino-5-chloro-2-methoxy-N-(1-(3-(3-methylthioureido)propyl)pyrrolidin-3-ylmethyl)benzamide). As a reaction SMILES: C(O[C:6]([NH:8][CH2:9][CH:10]1[CH2:14][CH2:13][N:12]([CH2:15][CH2:16][CH2:17][NH2:18])[CH2:11]1)=[O:7])(C)(C)C.[CH3:19][N:20]=[C:21]=[S:22].[NH2:23][C:24]1[C:32]([Cl:33])=[CH:31][C:27](C(O)=O)=[C:26]([O:34][CH3:35])[CH:25]=1>>[NH2:23][C:24]1[C:32]([Cl:33])=[CH:31][C:27]([C:6]([NH:8][CH2:9][CH:10]2[CH2:14][CH2:13][N:12]([CH2:15][CH2:16][CH2:17][NH:18][C:21]([NH:20][CH3:19])=[S:22])[CH2:11]2)=[O:7])=[C:26]([O:34][CH3:35])[CH:25]=1. Procedure details: 3-(3-tert-Butoxycarbonylaminomethylpyrrolidin-1-yl)propylamine (1.06 g) as starting compound was reacted and treated in the same manner as in Example 34 using methyl isothiocyanate (0.32 ml) and 4-amino-5-chloro-2-methoxybenzoic acid (0.91 g) to give 4-amino-5-chloro-2-methoxy-N-(1-(3-(3-methylthioureido)propyl)pyrrolidin-3-ylmethyl)benzamide. The reactants are BrC1=CC=C2C=3C=CC(=CC3CC2=C1)N (7-bromo-9H-fluoren-2-ylamine), ICCCC (1-iodobutane). Product: BrC1=CC=C2C=3C=CC(=CC3C(C2=C1)(CCCC)CCCC)N(CCCC)CCCC ((7-bromo-9,9-dibutyl-9H-fluoren-2-yl)-dibutylamine). RXN SMILES: [Br:1][C:2]1[CH:14]=[C:13]2[C:5]([C:6]3[CH:7]=[CH:8][C:9]([NH2:15])=[CH:10][C:11]=3[CH2:12]2)=[CH:4][CH:3]=1.I[CH2:17][CH2:18][CH2:19][CH3:20]>>[Br:1][C:2]1[CH:14]=[C:13]2[C:5]([C:6]3[CH:7]=[CH:8][C:9]([N:15]([CH2:4][CH2:3][CH2:2][CH3:14])[CH2:10][CH2:9][CH2:8][CH3:7])=[CH:10][C:11]=3[C:12]2([CH2:13][CH2:5][CH2:6][CH3:11])[CH2:17][CH2:18][CH2:19][CH3:20])=[CH:4][CH:3]=1. Procedure details: As shown in Scheme 2, 7-bromo-9H-fluoren-2-ylamine is reacted with 1-iodobutane to form (7-bromo-9,9-dibutyl-9H-fluoren-2-yl)-dibutylamine (21). Then, (7-bromo-9,9-dibutyl-9H-fluoren-2-yl)-dibutylamine (21) is reacted with 5-formyl-2-thiopheneboronic acid by Suzuki coupling reaction to obtain 5-(9,9-Dibutyl-7-dibutylamino-9H-fluoren-2-yl)-thiophene-2-carbaldehyde (22a). Finally, in acetonitrile, 5-(9,9-Dibutyl-7-dibutylamino-9H-fluoren-2-yl)-thiophene-2-carbaldehyde (22a) is reacted with cyanoac... Starting materials: O=C[C@H](O)[C@@H](O)[C@H](O)[C@H](O)CO (glucose), steel, [OH-].[K+] (KOH), O=C([C@@H](O)[C@H](O)[C@H](O)CO)[O-] (arabinonate), O=O (oxygen), aqueous solution, O.O=C[C@H](O)[C@@H](O)[C@H](O)[C@H](O)CO (D-glucose, monohydrate). The solvent is O (water). Run at temperature 45 celsius. Yields the product O=C([C@@H](O)[C@H](O)[C@H](O)CO)[O-].[K+] (potassium arabinonate). As a reaction SMILES: O=C[C@@H]([C@H]([C@@H]([C@@H](CO)O)O)O)O.[O:13]=[C:14]([O-:23])[C@H:15]([C@@H:17]([C@@H:19]([CH2:21][OH:22])[OH:20])[OH:18])[OH:16].[OH-].[K+:25].O=O.O.O=C[C@@H]([C@H]([C@@H]([C@@H](CO)O)O)O)O>O>[O:13]=[C:14]([O-:23])[C@H:15]([C@@H:17]([C@@H:19]([CH2:21][OH:22])[OH:20])[OH:18])[OH:16].[K+:25] |f:2.3,5.6,8.9|. Procedure details: One suitable example of a reaction for the oxidative decarboxylation of a glucose starting material to arabinonate is provided in U.S. Pat. No. 4,125,559 to Scholz et al., filed May 19, 1977 and issued Nov. 14, 1978, which is provided as Theoretical Example 1. A solution of 396.07 grams of KOH in 10,000 grams of water is introduced into a vertical tubular reactor of 2,000 mm length and 50 mm internal diameter which is packed with V2A steel Raschig rings of 6 mm diameter. The solution is heated t... The reactants are CC1(C)Cc2ccc(Cl)cc2C1=O, COC(=O)CCc1ccc(O)cc1. Yields the product COC(=O)CCc1ccc(OC2c3cc(Cl)ccc3CC2(C)C)cc1. RXN SMILES: [Cl:1][c:2]1[cH:3][cH:4][c:5]2[c:9]([cH:10]1)[C:8](=[O:11])[C:7]([CH3:12])([CH3:13])[CH2:6]2.[OH:14][c:15]1[cH:16][cH:17][c:18]([CH2:21][CH2:22][C:23](=[O:24])[O:25][CH3:26])[cH:19][cH:20]1>>[Cl:1][c:2]1[cH:3][cH:4][c:5]2[c:9]([cH:10]1)[CH:8]([O:11][c:15]1[cH:16][cH:17][c:18]([CH2:21][CH2:22][C:23](=[O:24])[O:25][CH3:26])[cH:19][cH:20]1)[C:7]([CH3:12])([CH3:13])[CH2:6]2. Starting materials: COC1=C(C(=O)OC)C=C(C=C1)C1N=NN=C1 (methyl 2-methoxy-5-(4H-triazol-4-yl)benzoate), CO (methanol), aqueous solution, [OH-].[Na+] (sodium hydroxide). Solvent: O (water). Run at time 8 hour. The product is COC1=C(C(=O)O)C=C(C=C1)C1N=NN=C1 (2-Methoxy-5-(4H-triazol-4-yl)benzoic acid). RXN SMILES: [CH3:1][O:2][C:3]1[CH:12]=[CH:11][C:10]([CH:13]2[CH:17]=[N:16][N:15]=[N:14]2)=[CH:9][C:4]=1[C:5]([O:7]C)=[O:6].CO.[OH-].[Na+]>O>[CH3:1][O:2][C:3]1[CH:12]=[CH:11][C:10]([CH:13]2[CH:17]=[N:16][N:15]=[N:14]2)=[CH:9][C:4]=1[C:5]([OH:7])=[O:6] |f:2.3|. Procedure: Combine methyl 2-methoxy-5-(4H-triazol-4-yl)benzoate (56 mmol) and methanol (200 mL) and water (50 mL). Add 1M aqueous solution of sodium hydroxide (62.5 mL, 62.5 mmol). Heat to reflux. After 8 hour, concentrate in vacuo to remove most of the solvent. Adjust the pH to about 1 to 2 using a 1M aqueous hydrochloric acid solution, extract with dichloromethane. Dry the organic layer over MgSO4, filter, and evaporate in vacuo to give the title compound.